The task is: describe an organic reaction: reactants, conditions, products, and yield. This data is from the Open Reaction Database (ORD), a public repository of structured organic reaction records. The reactants are CCOc1nc(Br)c(C=O)n1Cc1ccc(-c2ccccc2C(=O)OC(C)(C)C)cc1, CCOC(C)=O, CN(C)C=O, [Pd], c1ccc(P(c2ccccc2)c2ccccc2)cc1, c1ccc(P(c2ccccc2)c2ccccc2)cc1, c1ccc(P(c2ccccc2)c2ccccc2)cc1, c1ccc(P(c2ccccc2)c2ccccc2)cc1. The product is C=Cc1nc(OCC)n(Cc2ccc(-c3ccccc3C(=O)OC(C)(C)C)cc2)c1C=O. RXN SMILES: [C:1]([CH3:2])([CH3:3])([CH3:4])[O:5][C:6](=[O:7])[c:8]1[c:9](-[c:14]2[cH:15][cH:16][c:17]([CH2:20][n:21]3[c:22]([O:29][CH2:30][CH3:31])[n:23][c:24]([Br:28])[c:25]3[CH:26]=[O:27])[cH:18][cH:19]2)[cH:10][cH:11][cH:12][cH:13]1.[CH3:37][CH2:38][O:39][C:40]([CH3:41])=[O:42].[O:32]=[CH:33][N:34]([CH3:35])[CH3:36].[Pd:43].[c:101]1([P:102]([c:103]2[cH:104][cH:105][cH:106][cH:107][cH:108]2)[c:109]2[cH:110][cH:111][cH:112][cH:113][cH:114]2)[cH:115][cH:116][cH:117][cH:118][cH:119]1.[c:44]1([P:45]([c:46]2[cH:47][cH:48][cH:49][cH:50][cH:51]2)[c:52]2[cH:53][cH:54][cH:55][cH:56][cH:57]2)[cH:58][cH:59][cH:60][cH:61][cH:62]1.[c:63]1([P:64]([c:65]2[cH:66][cH:67][cH:68][cH:69][cH:70]2)[c:71]2[cH:72][cH:73][cH:74][cH:75][cH:76]2)[cH:77][cH:78][cH:79][cH:80][cH:81]1.[c:82]1([P:83]([c:84]2[cH:85][cH:86][cH:87][cH:88][cH:89]2)[c:90]2[cH:91][cH:92][cH:93][cH:94][cH:95]2)[cH:96][cH:97][cH:98][cH:99][cH:100]1>>[C:1]([CH3:2])([CH3:3])([CH3:4])[O:5][C:6](=[O:7])[c:8]1[c:9](-[c:14]2[cH:15][cH:16][c:17]([CH2:20][n:21]3[c:22]([O:29][CH2:30][CH3:31])[n:23][c:24]([CH:37]=[CH2:38])[c:25]3[CH:26]=[O:27])[cH:18][cH:19]2)[cH:10][cH:11][cH:12][cH:13]1. The product is OC1=C(C(=C(C2=CC=CC=C12)OCC)OC=C=O)C(=O)NCCCOCCCCCCCCCCCC (1 -hydroxy-4-ethoxy-carbonylmethyloxy-N-(3-n-dodecyloxypropyl)-2-naphthamide). Starting materials: [N+](=O)([O-])C1=CC=C(C=C1)OC(=O)C1=C(C2=CC=CC=C2C(=C1)OCC(=O)OCC)O (1-hydroxy-4-ethoxycarbonylmethyloxy-2-naphthoic acid 4-nitrophenyl ester), C(CCCCCCCCCCC)OCCCN (3-n-dodecyloxypropylamine), O1CCCC1 (tetrahydrofuran), O (water). The solvent is C(C)(=O)OCC (ethyl acetate). Conditions: time 3 hour. Isolated yield 66.0%. As a reaction SMILES: [N+](C1C=CC(O[C:11]([C:13]2[CH:22]=[C:21]([O:23][CH2:24][C:25](OCC)=O)[C:20]3[C:15](=[CH:16][CH:17]=[CH:18][CH:19]=3)[C:14]=2[OH:30])=[O:12])=CC=1)([O-])=O.[CH2:31]([O:43][CH2:44][CH2:45][CH2:46][NH2:47])[CH2:32][CH2:33][CH2:34][CH2:35][CH2:36][CH2:37][CH2:38][CH2:39][CH2:40][CH2:41][CH3:42].[O:48]1[CH2:52][CH2:51]CC1.[OH2:53]>C(OCC)(=O)C>[OH:30][C:14]1[C:15]2[C:20](=[CH:19][CH:18]=[CH:17][CH:16]=2)[C:21]([O:23][CH2:24][CH3:25])=[C:22]([O:53][CH:51]=[C:52]=[O:48])[C:13]=1[C:11]([NH:47][CH2:46][CH2:45][CH2:44][O:43][CH2:31][CH2:32][CH2:33][CH2:34][CH2:35][CH2:36][CH2:37][CH2:38][CH2:39][CH2:40][CH2:41][CH3:42])=[O:12]. Reported procedure: 271 g (0.66 mol) of 1-hydroxy-4-ethoxycarbonylmethyloxy-2-naphthoic acid 4-nitrophenyl ester and 160 g (0.66 mol) of 3-n-dodecyloxypropylamine were added to 750 ml of tetrahydrofuran, and the mixture was stirred for 3 hours. 2 liters of water were added to the reacting solution, and extraction was carried out with 1 liter of ethyl acetate. After removal of ethyl acetate by distillation, the residue was dissolved in 1 liter of methanol, and cooled. The precipitated crystals were filtered off and ... The reactants are CO, COCN(c1cc(Cl)cnc1C(O)c1ccncc1)S(=O)(=O)c1ccc(Cl)c(C(F)(F)F)c1, Cl. Reaction SMILES: [CH3:35][OH:36].[Cl:1][c:2]1[c:3]([C:30]([F:31])([F:32])[F:33])[cH:4][c:5]([S:8](=[O:9])(=[O:10])[N:11]([CH2:12][O:13][CH3:14])[c:15]2[c:16]([CH:22]([c:23]3[cH:24][cH:25][n:26][cH:27][cH:28]3)[OH:29])[n:17][cH:18][c:19]([Cl:21])[cH:20]2)[cH:6][cH:7]1.[ClH:34]>>[Cl:1][c:2]1[c:3]([C:30]([F:31])([F:32])[F:33])[cH:4][c:5]([S:8](=[O:9])(=[O:10])[NH:11][c:15]2[c:16]([CH:22]([c:23]3[cH:24][cH:25][n:26][cH:27][cH:28]3)[OH:29])[n:17][cH:18][c:19]([Cl:21])[cH:20]2)[cH:6][cH:7]1. The product is O=S(=O)(Nc1cc(Cl)cnc1C(O)c1ccncc1)c1ccc(Cl)c(C(F)(F)F)c1. Reactants: FCC(=S)N (Fluorothioacetamide), C(C1=CC=CC=C1)Br (benzyl bromide). Run in C(Cl)(Cl)Cl (chloroform), CCOCC (ether). The product is Br.C(C1=CC=CC=C1)SC(CF)=N (S-Benzyl-2-fluorothioacetimidate hydrobromide). Isolated yield 54.0%. As a reaction SMILES: [F:1][CH2:2][C:3]([NH2:5])=[S:4].[CH2:6]([Br:13])[C:7]1[CH:12]=[CH:11][CH:10]=[CH:9][CH:8]=1>C(Cl)(Cl)Cl.CCOCC>[BrH:13].[CH2:6]([S:4][C:3](=[NH:5])[CH2:2][F:1])[C:7]1[CH:12]=[CH:11][CH:10]=[CH:9][CH:8]=1 |f:4.5|. Reported procedure: Fluorothioacetamide (3.39 g) and benzyl bromide (6.23 g) were refluxed in chloroform (40 ml), under nitrogen, for 16 h. After colling, the mixture was diluted with ether (200 ml) and the resulting orange solid filtered off. The solid was washed with more ether and dried over P2O5 in vacuo to give 5.19 g of the desired product. Starting materials: CC(=O)OC(C)=O, CN(C)c1ccncc1, Nc1nc(Oc2ccc(F)c(F)c2)nc(-c2ccc(Cl)cc2Cl)c1-c1ccc(Cl)cc1. The product is CC(=O)Nc1nc(Oc2ccc(F)c(F)c2)nc(-c2ccc(Cl)cc2Cl)c1-c1ccc(Cl)cc1. RXN SMILES: [CH3:32][C:33](=[O:34])[O:35][C:36](=[O:37])[CH3:38].[CH3:39][N:40]([c:41]1[cH:42][cH:43][n:44][cH:45][cH:46]1)[CH3:47].[F:1][c:2]1[cH:3][c:4]([O:5][c:6]2[n:7][c:8](-[c:20]3[c:21]([Cl:27])[cH:22][c:23]([Cl:26])[cH:24][cH:25]3)[c:9](-[c:13]3[cH:14][cH:15][c:16]([Cl:19])[cH:17][cH:18]3)[c:10]([NH2:12])[n:11]2)[cH:28][cH:29][c:30]1[F:31]>>[F:1][c:2]1[cH:3][c:4]([O:5][c:6]2[n:7][c:8](-[c:20]3[c:21]([Cl:27])[cH:22][c:23]([Cl:26])[cH:24][cH:25]3)[c:9](-[c:13]3[cH:14][cH:15][c:16]([Cl:19])[cH:17][cH:18]3)[c:10]([NH:12][C:33]([CH3:32])=[O:34])[n:11]2)[cH:28][cH:29][c:30]1[F:31]. Starting materials: N (ammonia), ClC1=CC=C(C=C1)C=1N=C2N(C=C(C=C2)C)C1 (2-(4-chlorophenyl)-6-methylimidazo[1,2-a]pyridine), OCN1C(CCC1)=O (N-hydroxymethyl-2-pyrrolidinone), S(O)(O)(=O)=O (sulphuric acid). Solvent: O (water). Run at time 1 day. Product: ClC1=CC=C(C=C1)C=1N=C2N(C=C(C=C2)C)C1CN1C(CCC1)=O (2-(4-chlorophenyl)-3-(2-oxo-1-pyrrolidinylmethyl)-6-methylimidazo[1,2-a]pyridine). Reaction SMILES: [Cl:1][C:2]1[CH:7]=[CH:6][C:5]([C:8]2[N:9]=[C:10]3[CH:15]=[CH:14][C:13]([CH3:16])=[CH:12][N:11]3[CH:17]=2)=[CH:4][CH:3]=1.O[CH2:19][N:20]1[CH2:24][CH2:23][CH2:22][C:21]1=[O:25].S(=O)(=O)(O)O.N>O>[Cl:1][C:2]1[CH:3]=[CH:4][C:5]([C:8]2[N:9]=[C:10]3[CH:15]=[CH:14][C:13]([CH3:16])=[CH:12][N:11]3[C:17]=2[CH2:19][N:20]2[CH2:24][CH2:23][CH2:22][C:21]2=[O:25])=[CH:6][CH:7]=1. Reported procedure: An intimate mixture is prepared of 4.8 g (0.02 mol) of 2-(4-chlorophenyl)-6-methylimidazo[1,2-a]pyridine and 2.53 g (0.022 mol) of N-hydroxymethyl-2-pyrrolidinone, and this is then introduced into 20 ml of concentrated sulphuric acid. The solution is stirred for one day at room temperature, then poured into 800 ml of water, and 55 ml of ammonia solution are added. The lactam is extracted with methylene chloride, the organic phase is washed, dried and evaporated, and the residue is purified by ch...